Dataset: the Open Reaction Database (ORD), a public repository of structured organic reaction records. Task: describe an organic reaction: reactants, conditions, products, and yield Reactants: CC([O-])=S, CC(O)=S, CS(=O)(=O)O, CS(=O)(=O)Cl, CS(=O)(=O)OCC1(CC#N)CC1, [K+]. Yields the product CC(=O)SCC1(CC#N)CC1. RXN SMILES: [C:23]([CH3:24])(=[S:25])[O-:26].[C:28]([OH:29])(=[S:30])[CH3:31].[CH3:13][S:14]([OH:15])(=[O:16])=[O:17].[CH3:18][S:19](=[O:20])(=[O:21])[Cl:22].[CH3:1][S:2]([O:3][CH2:6][C:7]1([CH2:10][C:11]#[N:12])[CH2:8][CH2:9]1)(=[O:4])=[O:5].[K+:27]>>[CH2:6]([C:7]1([CH2:10][C:11]#[N:12])[CH2:8][CH2:9]1)[S:25][C:23]([CH3:24])=[O:26]. The reactants are solution, Cl (hydrogen chloride), COC1=CC=C(CS[C@H]2C[C@H](N(C2)C(=O)OCC2=CC=C(C=C2)[N+](=O)[O-])C(=O)N2C[C@H](CC2)N)C=C1 ((2S,4S)-4-(4-methoxybenzylthio)-2-[(3S)-3-aminopyrrolidin-1-ylcarbonyl]-1-(4-nitrobenzyloxycarbonyl)pyrrolidine). Run in C(C)(=O)OCC (ethyl acetate), C(C)(=O)OCC (ethyl acetate), C(C)(=O)OCC (ethyl acetate). Run at time 30 minute. The product is Cl.COC1=CC=C(CS[C@H]2C[C@H](N(C2)C(=O)OCC2=CC=C(C=C2)[N+](=O)[O-])C(=O)N2C[C@H](CC2)N)C=C1 ((2S,4S)-4-(4-Methoxybenzylthio)-2-[(3S)-3-aminopyrrolidin-1-ylcarbonyl]-1-(4-nitrobenzyloxycarbonyl)pyrrolidine Hydrochloride). RXN SMILES: [ClH:1].[CH3:2][O:3][C:4]1[CH:37]=[CH:36][C:7]([CH2:8][S:9][C@@H:10]2[CH2:14][N:13]([C:15]([O:17][CH2:18][C:19]3[CH:24]=[CH:23][C:22]([N+:25]([O-:27])=[O:26])=[CH:21][CH:20]=3)=[O:16])[C@H:12]([C:28]([N:30]3[CH2:34][CH2:33][C@H:32]([NH2:35])[CH2:31]3)=[O:29])[CH2:11]2)=[CH:6][CH:5]=1>C(OCC)(=O)C>[ClH:1].[CH3:2][O:3][C:4]1[CH:5]=[CH:6][C:7]([CH2:8][S:9][C@@H:10]2[CH2:14][N:13]([C:15]([O:17][CH2:18][C:19]3[CH:20]=[CH:21][C:22]([N+:25]([O-:27])=[O:26])=[CH:23][CH:24]=3)=[O:16])[C@H:12]([C:28]([N:30]3[CH2:34][CH2:33][C@H:32]([NH2:35])[CH2:31]3)=[O:29])[CH2:11]2)=[CH:36][CH:37]=1 |f:3.4|. Procedure details: 4.37 ml of a 4N solution of hydrogen chloride in ethyl acetate were added, whilst ice-cooling, to a solution of 3.00 g of (2S,4S)-4-(4-methoxybenzylthio)-2-[(3S)-3-aminopyrrolidin-1-ylcarbonyl]-1-(4-nitrobenzyloxycarbonyl)pyrrolidine [prepared as described in step (i) above] in 30 ml of ethyl acetate, and the resulting mixture was stirred at the same temperature for 30 minutes. At the end of this time, it was diluted with ethyl acetate, and the powder which precipitated was collected by filtrati...